Dataset: the Open Reaction Database (ORD), a public repository of structured organic reaction records. Task: describe an organic reaction: reactants, conditions, products, and yield The reactants are N[C@H]1[C@H]2S[C@](CN2C1=O)(C(=O)OCC1=CC=C(C=C1)[N+](=O)[O-])N1C(N(CC1)N)=O ((3R,5R,6R)-6-amino-3-(3-amino-2-oxoimidazolidin-1-yl)-3-(p-nitrobenzyloxycarbonyl)-7-oxo-4-thia-1-azabicyclo[3.2.0]heptane), Cl (hydrochloric acid), C(O)([O-])=O.[Na+] (sodium hydrogencarbonate), [O-]C#N.[Na+] (sodium cyanate). Run in O (water), O (water), CO (methanol). Conditions: time 30 minute. Product: N[C@H]1[C@H]2S[C@@](CN2C1=O)(N1C(N(CC1)NC(=O)N)=O)C(=O)OCC1=CC=C(C=C1)[N+](=O)[O-] ((3R,5R,6R)-6-amino-3-(p-nitrobenzyloxycarbonyl)-7-oxo-3-(2-oxo-3-ureidoimidazolidin-1-yl)-4-thia-1-azabicyclo[3.2.0]heptane). The yield is 77.9%. As a reaction SMILES: [NH2:1][C@@H:2]1[C:8](=[O:9])[N:7]2[C@@H:3]1[S:4][C@@:5]([N:23]1[CH2:27][CH2:26][N:25]([NH2:28])[C:24]1=[O:29])([C:10]([O:12][CH2:13][C:14]1[CH:19]=[CH:18][C:17]([N+:20]([O-:22])=[O:21])=[CH:16][CH:15]=1)=[O:11])[CH2:6]2.Cl.[O-:31][C:32]#[N:33].[Na+].C(=O)([O-])O.[Na+]>O.CO>[NH2:1][C@@H:2]1[C:8](=[O:9])[N:7]2[C@@H:3]1[S:4][C@:5]([C:10]([O:12][CH2:13][C:14]1[CH:15]=[CH:16][C:17]([N+:20]([O-:22])=[O:21])=[CH:18][CH:19]=1)=[O:11])([N:23]1[CH2:27][CH2:26][N:25]([NH:28][C:32]([NH2:33])=[O:31])[C:24]1=[O:29])[CH2:6]2 |f:2.3,4.5|. Reported procedure: In a mixed solvent consisting of 30 ml of water and 30 ml of methanol was suspended 5.00 g of (3R,5R,6R)-6-amino-3-(3-amino-2-oxoimidazolidin-1-yl)-3-(p-nitrobenzyloxycarbonyl)-7-oxo-4-thia-1-azabicyclo[3.2.0]heptane. To suspension was added 2.96 ml of concentrated hydrochloric acid with water cooling. To the resulting solution was added 1.36 g of sodium cyanate in 10 minutes, and the mixture was stirred at room temperature for 30 minutes. The reaction mixture was filtered. To the filtrate were ...